This data is from the Open Reaction Database (ORD), a public repository of structured organic reaction records. The task is: describe an organic reaction: reactants, conditions, products, and yield The reactants are ClC1=NC(=NC(=C1C#N)NCC=1C=NC=CC1)NCCO (4-chloro-2-(2-hydroxy-ethyl-amino)-6-[(pyridin-3-ylmethyl)-amino]-pyrimidine-5-carbonitrile), Cl.FC1=CC=C(C=C1)C1CCNCC1 (4-(4-fluorophenyl)-piperidine hydrochloride), C(C)N(C(C)C)C(C)C (N-ethyl-diisopropyl-amine). The solvent is O1CCOCC1 (dioxane). Product: FC1=CC=C(C=C1)C1CCN(CC1)C1=NC(=NC(=C1C#N)NCC=1C=NC=CC1)NCCO (4-[4-(4-fluoro-phenyl)-piperidin-1-yl]-2-(2-hydroxy-ethyl-amino)-6-[(pyridin-3-ylmethyl)-amino]-pyrimidine-5-carbonitrile). RXN SMILES: Cl[C:2]1[C:7]([C:8]#[N:9])=[C:6]([NH:10][CH2:11][C:12]2[CH:13]=[N:14][CH:15]=[CH:16][CH:17]=2)[N:5]=[C:4]([NH:18][CH2:19][CH2:20][OH:21])[N:3]=1.Cl.[F:23][C:24]1[CH:29]=[CH:28][C:27]([CH:30]2[CH2:35][CH2:34][NH:33][CH2:32][CH2:31]2)=[CH:26][CH:25]=1.C(N(C(C)C)C(C)C)C>O1CCOCC1>[F:23][C:24]1[CH:29]=[CH:28][C:27]([CH:30]2[CH2:31][CH2:32][N:33]([C:2]3[C:7]([C:8]#[N:9])=[C:6]([NH:10][CH2:11][C:12]4[CH:13]=[N:14][CH:15]=[CH:16][CH:17]=4)[N:5]=[C:4]([NH:18][CH2:19][CH2:20][OH:21])[N:3]=3)[CH2:34][CH2:35]2)=[CH:26][CH:25]=1 |f:1.2|. Procedure details: In analogy to the procedure described in example 20b, 4-chloro-2-(2-hydroxy-ethyl-amino)-6-[(pyridin-3-ylmethyl)-amino]-pyrimidine-5-carbonitrile was treated with 4-(4-fluorophenyl)-piperidine hydrochloride in dioxane in the presence of N-ethyl-diisopropyl-amine at 80° C. to yield the 4-[4-(4-fluoro-phenyl)-piperidin-1-yl]-2-(2-hydroxy-ethyl-amino)-6-[(pyridin-3-ylmethyl)-amino]-pyrimidine-5-carbonitrile as an amorphous, white solid; MS: [M+H]+=448. The reactants are [Li]CCCC, CO, Cc1c[nH]c2ccccc12, [H-], [Na+], CN(C)C=O, O=S(=O)(Cl)c1ccccc1. The product is Cc1cn(S(=O)(=O)c2ccccc2)c2ccccc12. Reaction SMILES: [CH3:23][CH2:24][CH2:25][CH2:26][Li:27].[CH3:33][OH:34].[CH3:3][c:4]1[cH:5][nH:6][c:7]2[cH:8][cH:9][cH:10][cH:11][c:12]12.[H-:1].[Na+:2].[O:28]=[CH:29][N:30]([CH3:31])[CH3:32].[c:13]1([S:19](=[O:20])(=[O:21])[Cl:22])[cH:14][cH:15][cH:16][cH:17][cH:18]1>>[CH3:3][c:4]1[cH:5][n:6]([S:19]([c:13]2[cH:14][cH:15][cH:16][cH:17][cH:18]2)(=[O:20])=[O:21])[c:7]2[cH:8][cH:9][cH:10][cH:11][c:12]12.